From a dataset of the Open Reaction Database (ORD), a public repository of structured organic reaction records. describe an organic reaction: reactants, conditions, products, and yield Starting materials: NC1=CC=CC=C1 (aniline), C(N)(OCC)=O (ethyl carbamate), C1(=CC=CC=C1)NC(=O)NC1=CC=CC=C1 (N,N'-diphenyl urea), NC(=O)N (urea). Run in C(C)O (ethanol). The product is C(C)OC(NC1=CC=CC=C1)=O (N-phenyl carbamic acid ethyl ester). RXN SMILES: [NH2:1][C:2]1[CH:7]=[CH:6][CH:5]=[CH:4][CH:3]=1.C1(NC(NC2C=CC=CC=2)=O)C=CC=CC=1.NC(N)=O.[C:28](=[O:33])([O:30][CH2:31][CH3:32])N>C(O)C>[CH2:31]([O:30][C:28](=[O:33])[NH:1][C:2]1[CH:7]=[CH:6][CH:5]=[CH:4][CH:3]=1)[CH3:32]. Procedure: Following the procedure of Example 1, 745 g of aniline, 849 g of N,N'-diphenyl urea, 480 g of urea, 356 g of ethyl carbamate and 1350 g of ethanol (approximately 96%) were reacted for 5.5 hours at 200° C. in the pressure apparatus described in Example 1. After cooling and venting of the apparatus, the reaction mixture was removed, filtered and subjected to fractional distillation. After the excess alcohol had been separated (at normal pressure), the remaining fraction was subjected to distillati... The reactants are ClC1=C(C=CC=C1)C=1C(N(C=C(C1)C(=O)OC)C1=CC=CC=C1)=O (3-(2-chlorophenyl)-5-methoxycarbonyl-1-phenyl-1,2-dihydropyridin-2-one), BrC=1C(N(C=C(C1)C(=O)OC)C1=CC=CC=C1)=O (3-bromo-5-methoxycarbonyl-1-phenyl-1,2-dihydropyridin-2-one), 2-chloroboronic acid, [H-].C(C)(C)[Al+]C(C)C (diisopropyl aluminum hydride), Cl (hydrochloric acid), C(O)([O-])=O.[Na+] (sodium hydrogen carbonate). Solvent: C1(=CC=CC=C1)C (toluene). Reaction conditions: temperature -78 celsius, time 8 hour. Product: ClC1=C(C=CC=C1)C=1C(N(C=C(C1)CO)C1=CC=CC=C1)=O (3-(2-Chlorophenyl)-5-hydroxymethyl-1-phenyl-1,2-dihydropyridin-2-one). Yield: 36.3%. RXN SMILES: [Cl:1][C:2]1[CH:7]=[CH:6][CH:5]=[CH:4][C:3]=1[C:8]1[C:9](=[O:24])[N:10]([C:18]2[CH:23]=[CH:22][CH:21]=[CH:20][CH:19]=2)[CH:11]=[C:12]([C:14](OC)=[O:15])[CH:13]=1.BrC1C(=O)N(C2C=CC=CC=2)C=C(C(OC)=O)C=1.[H-].C([Al+]C(C)C)(C)C.Cl.C(=O)([O-])O.[Na+]>C1(C)C=CC=CC=1>[Cl:1][C:2]1[CH:7]=[CH:6][CH:5]=[CH:4][C:3]=1[C:8]1[C:9](=[O:24])[N:10]([C:18]2[CH:19]=[CH:20][CH:21]=[CH:22][CH:23]=2)[CH:11]=[C:12]([CH2:14][OH:15])[CH:13]=1 |f:2.3,5.6|. Reported procedure: 36 mg of 3-(2-chlorophenyl)-5-methoxycarbonyl-1-phenyl-1,2-dihydropyridin-2-one synthesized by the method of Referential Example 3 from 3-bromo-5-methoxycarbonyl-1-phenyl-1,2-dihydropyridin-2-one and 2-chloroboronic acid, was dissolved in 20 ml of toluene. After cooling to −78° C., 0.1 ml diisopropyl aluminum hydride (1.5M tetrahydrofuran solution) was added dropwise thereinto. While heating from −78° C. to room temperature, the mixture was stirred overnight. Then, 1N hydrochloric acid was added... The reactants are CC(=O)O[BH-](OC(C)=O)OC(C)=O, CC(Cl)Cl, ClCCl, O=Cc1cccc(C(F)(F)F)c1, CC(C)(C)OC(=O)NC1CNC1, [Na+]. Product: CC(C)(C)OC(=O)NC1CN(Cc2cccc(C(F)(F)F)c2)C1. Reaction SMILES: [C:25]([O:26][BH-:27]([O:28][C:29](=[O:30])[CH3:31])[O:32][C:33](=[O:34])[CH3:35])(=[O:36])[CH3:37].[Cl:39][CH:40]([Cl:41])[CH3:42].[Cl:43][CH2:44][Cl:45].[F:13][C:14]([c:15]1[cH:16][c:17]([CH:18]=[O:19])[cH:20][cH:21][cH:22]1)([F:23])[F:24].[NH:1]1[CH2:2][CH:3]([NH:5][C:6]([O:7][C:8]([CH3:9])([CH3:10])[CH3:11])=[O:12])[CH2:4]1.[Na+:38]>>[N:1]1([CH2:18][c:17]2[cH:16][c:15]([C:14]([F:13])([F:23])[F:24])[cH:22][cH:21][cH:20]2)[CH2:2][CH:3]([NH:5][C:6]([O:7][C:8]([CH3:9])([CH3:10])[CH3:11])=[O:12])[CH2:4]1. Reactants: ClC1=C(C(=O)NC2(CC2)C#N)C=C(C=C1)[N+](=O)[O-] (2-chloro-N-(1-cyanocyclopropyl)-5-nitrobenzamide). The reagents and catalysts are [Fe] (iron). The solvent is C(C)(=O)OCC (ethyl acetate), C(C)(=O)O (acetic acid), C(C)(=O)O (acetic acid). Conditions: time 14 hour. Yields the product NC=1C=CC(=C(C(=O)NC2(CC2)C#N)C1)Cl (5-Amino-2-chloro-N-(1-cyanocyclopropyl)benzamide). RXN SMILES: [Cl:1][C:2]1[CH:15]=[CH:14][C:13]([N+:16]([O-])=O)=[CH:12][C:3]=1[C:4]([NH:6][C:7]1([C:10]#[N:11])[CH2:9][CH2:8]1)=[O:5]>C(OCC)(=O)C.C(O)(=O)C.[Fe]>[NH2:16][C:13]1[CH:14]=[CH:15][C:2]([Cl:1])=[C:3]([CH:12]=1)[C:4]([NH:6][C:7]1([C:10]#[N:11])[CH2:9][CH2:8]1)=[O:5]. Procedure details: 3.15 g of iron powder are suspended in 18 ml of 5% strength acetic acid, and a solution of 3.0 g of 2-chloro-N-(1-cyanocyclopropyl)-5-nitrobenzamide in a mixture of 25 ml of ethyl acetate and 22.6 ml of glacial acetic acid is added. During the addition, the internal temperature is kept below 45° C. The reaction mixture is stirred at room temperature for 14 hours and then filtered through Celite. The filtrate is diluted with water, and the aqueous phase is extracted three times with ethyl acetate... Reactants: NC=1C=C(C(=O)NN)C=CC1O (3-amino-4-hydroxybenzoic acid hydrazide), C(C)(C)C1=CC=C(COC2=C(C=C(C=O)C=C2OC)OC)C=C1 (4-(4-isopropylbenzyloxy)-3,5-dimethoxybenzaldehyde). Run in CC(C)O (2-propanol). The product is C(C)(C)C1=CC=C(COC2=C(C=C(C=NNC(C3=CC(=C(C=C3)O)N)=O)C=C2OC)OC)C=C1 (3-Amino-4-hydroxybenzoic Acid [4-(4-Isopropylbenzyloxy)-3,5-dimethoxybenzylidene]-hydrazide). The yield is 103.6%. Reaction SMILES: [NH2:1][C:2]1[CH:3]=[C:4]([CH:9]=[CH:10][C:11]=1[OH:12])[C:5]([NH:7][NH2:8])=[O:6].[CH:13]([C:16]1[CH:35]=[CH:34][C:19]([CH2:20][O:21][C:22]2[C:29]([O:30][CH3:31])=[CH:28][C:25]([CH:26]=O)=[CH:24][C:23]=2[O:32][CH3:33])=[CH:18][CH:17]=1)([CH3:15])[CH3:14]>CC(O)C>[CH:13]([C:16]1[CH:35]=[CH:34][C:19]([CH2:20][O:21][C:22]2[C:29]([O:30][CH3:31])=[CH:28][C:25]([CH:26]=[N:8][NH:7][C:5](=[O:6])[C:4]3[CH:9]=[CH:10][C:11]([OH:12])=[C:2]([NH2:1])[CH:3]=3)=[CH:24][C:23]=2[O:32][CH3:33])=[CH:18][CH:17]=1)([CH3:15])[CH3:14]. Procedure: The above 3-amino-4-hydroxybenzoic acid hydrazide (50 mg, 0.3 mmol) and the above 4-(4-isopropylbenzyloxy)-3,5-dimethoxybenzaldehyde(93 mg, 0.3 mmol) were dissolved in 2-propanol (4 ml) and the mixture was heated at reflux temperature for 16 hours. The cooled mixture was filtered and the precipitate was washed with 2-propanol (2×4 ml) and dried by suction to afford 144 mg (100%) of the title compound as a solid. M.p.: 174-175° C. Reactants: C(C)(C)N(CC)C(C)C (diisopropylethylamine), C1(=CC=CC=C1)P(=O)(C1=CC=CC=C1)Cl (diphenylphosphoryl chloride), ice, O[C@H](C)[C@@H]1[C@@H]2N(C(C([C@@H]2C)=O)C(=O)OCC2=CC=C(C=C2)[N+](=O)[O-])C1=O (4-nitrobenzyl (1R,5R,6S)-6-[(1R)-1-hydroxyethyl]-1-methyl-2-oxo-1-carbapenam-3-carboxylate), C(C)(C)N(CC)C(C)C (diisopropylethylamine), Cl.ON=C1CCN(CC1)C(CS)=N (2-(4-hydroxyiminopiperidin-1-yl)-2-iminoethylmercaptan hydrochloride). The reagents and catalysts are [C].[Pd] (palladium-carbon). Run in C(C)#N (acetonitrile), CS(=O)C (dimethylsulfoxide), CCOCC (ether), O1CCCC1 (tetrahydrofuran), P(=O)([O-])([O-])[O-] (phosphate). Conditions: time 1 hour. The product is ON=C1CCN(CC1)C(CSC=1[C@@H]([C@H]2N(C1C(=O)O)C([C@@H]2[C@@H](C)O)=O)C)=N ((1R,5S,6S)-2-[2-(4-Hydroxyiminopiperidin-1-yl)-2-iminoethylthio]-6-[(1R)-1-hydroxyethyl]-1-methyl-1-carbapen-2-em-3-carboxylic acid). Yield: 12.4%. RXN SMILES: C(N(C(C)C)CC)(C)C.C1(P(Cl)(C2C=CC=CC=2)=O)C=CC=CC=1.[OH:25][C@@H:26]([C@H:28]1[C:49](=[O:50])[N:30]2[CH:31]([C:36]([O:38]CC3C=CC([N+]([O-])=O)=CC=3)=[O:37])[C:32](=O)[C@H:33]([CH3:34])[C@H:29]12)[CH3:27].Cl.[OH:52][N:53]=[C:54]1[CH2:59][CH2:58][N:57]([C:60](=[NH:63])[CH2:61][SH:62])[CH2:56][CH2:55]1>C(#N)C.CS(C)=O.O1CCCC1.P([O-])([O-])([O-])=O.[C].[Pd].CCOCC>[OH:52][N:53]=[C:54]1[CH2:55][CH2:56][N:57]([C:60](=[NH:63])[CH2:61][S:62][C:32]2[C@H:33]([CH3:34])[C@@H:29]3[C@@H:28]([C@H:26]([OH:25])[CH3:27])[C:49](=[O:50])[N:30]3[C:31]=2[C:36]([OH:38])=[O:37])[CH2:58][CH2:59]1 |f:3.4,9.10|. Procedure details: 0.28 ml of diisopropylethylamine and 0.29 ml of diphenylphosphoryl chloride were added dropwise to an ice-cooled solution of 500 mg of 4-nitrobenzyl (1R,5R,6S)-6-[(1R)-1-hydroxyethyl]-1-methyl-2-oxo-1-carbapenam-3-carboxylate in 6 ml of anhydrous acetonitrile, and then the mixture was stirred for one hour with ice-cooling. 0.2 ml of diisopropylethylamine and 426 mg of 2-(4-hydroxyiminopiperidin-1-yl)-2-iminoethylmercaptan hydrochloride in 3.6 ml of dimethylsulfoxide were added to the reaction mi... Starting materials: [H-].[Na+] (Sodium hydride), C1C(CCC2=CC=CC=C12)NC(/C(/CCCCl)=C/C1=CC(=C(C=C1)N1C=NC(=C1)C)OC)=O ((E)-5-chloro-2-(3-methoxy-4-(4-methyl-1H-imidazol-1-yl)benzylidene)valeric acid (1,2,3,4-tetrahydronaphthalen-2-yl)amide), C([O-])(O)=O.[Na+] (sodium bicarbonate), C(C)(=O)OCC (ethyl acetate). Solvent: CN(C)C=O (DMF). Run at time 30 minute. The product is COC=1C=C(\C=C/2\C(N(CCC2)C2CC3=CC=CC=C3CC2)=O)C=CC1N1C=NC(=C1)C ((E)-3-(3-methoxy-4-(4-methyl-1H-imidazol-1-yl)benzylidene)-1-(1,2,3,4-tetrahydronaphthalen-2-yl)piperidin-2-one). RXN SMILES: [H-].[Na+].[CH2:3]1[C:12]2[C:7](=[CH:8][CH:9]=[CH:10][CH:11]=2)[CH2:6][CH2:5][CH:4]1[NH:13][C:14](=[O:35])/[C:15](=[CH:20]/[C:21]1[CH:26]=[CH:25][C:24]([N:27]2[CH:31]=[C:30]([CH3:32])[N:29]=[CH:28]2)=[C:23]([O:33][CH3:34])[CH:22]=1)/[CH2:16][CH2:17][CH2:18]Cl.C(=O)(O)[O-].[Na+].C(OCC)(=O)C>CN(C=O)C>[CH3:34][O:33][C:23]1[CH:22]=[C:21]([CH:26]=[CH:25][C:24]=1[N:27]1[CH:31]=[C:30]([CH3:32])[N:29]=[CH:28]1)/[CH:20]=[C:15]1/[C:14](=[O:35])[N:13]([CH:4]2[CH2:5][CH2:6][C:7]3[C:12](=[CH:11][CH:10]=[CH:9][CH:8]=3)[CH2:3]2)[CH2:18][CH2:17][CH2:16]/1 |f:0.1,3.4|. Procedure: IPEA (0.58 mL), EDC (0.38 g) and HOBT (0.27 g) were added to a suspension of (E)-5-chloro-2-(3-methoxy-4-(4-methyl-1H-imidazol-1-yl)benzylidene)valeric acid trifluoroacetate (300 mg) and 1,2,3,4-tetrahydronaphthalen-2-ylamine (148 mg) in DMF (10 mL) at room temperature, and the reaction solution was stirred at room temperature for 1 hour. A saturated aqueous solution of sodium bicarbonate and ethyl acetate were added to the reaction solution and the organic layer was partitioned. The organic lay...